Task: describe an organic reaction: reactants, conditions, products, and yield. Dataset: the Open Reaction Database (ORD), a public repository of structured organic reaction records Starting materials: CCCCN=C=O, ClCCl, CC(C)(NCCCn1ccnc1)c1ccc(CCN)cc1. Product: CCCCNC(=O)NCCc1ccc(C(C)(C)NCCCn2ccnc2)cc1. As a reaction SMILES: [CH2:1]([CH2:2][CH2:3][CH3:4])[N:5]=[C:6]=[O:7].[Cl:29][CH2:30][Cl:31].[NH2:8][CH2:9][CH2:10][c:11]1[cH:12][cH:13][c:14]([C:17]([CH3:18])([CH3:19])[NH:20][CH2:21][CH2:22][CH2:23][n:24]2[cH:25][n:26][cH:27][cH:28]2)[cH:15][cH:16]1>>[CH2:1]([CH2:2][CH2:3][CH3:4])[NH:5][C:6](=[O:7])[NH:8][CH2:9][CH2:10][c:11]1[cH:12][cH:13][c:14]([C:17]([CH3:18])([CH3:19])[NH:20][CH2:21][CH2:22][CH2:23][n:24]2[cH:25][n:26][cH:27][cH:28]2)[cH:15][cH:16]1. Starting materials: O=c1[nH]c2cc(Cl)nc(Cl)c2[nH]1, [K+], O=[N+]([O-])[O-], O=S(=O)(O)O. Yields the product O=c1[nH]c2c(Cl)nc(Cl)c([N+](=O)[O-])c2[nH]1. Reaction SMILES: [Cl:1][c:2]1[n:3][c:4]([Cl:12])[cH:5][c:6]2[c:7]1[nH:8][c:9](=[O:11])[nH:10]2.[K+:17].[N+:13](=[O:14])([O-:15])[O-:16].[S:18](=[O:19])(=[O:20])([OH:21])[OH:22]>>[Cl:1][c:2]1[n:3][c:4]([Cl:12])[c:5]([N+:13](=[O:14])[O-:15])[c:6]2[c:7]1[nH:8][c:9](=[O:11])[nH:10]2. Reactants: ClC1=C(N=C2N1N=C(C=C2)OC)C2=CC(=C(C=C2)C)[N+](=O)[O-] (3-chloro-6-methoxy-2-(4-methyl-3-nitrophenyl)imidazo[1,2-b]pyridazine), CC(=O)O (AcOH). The reagents and catalysts are [Fe] (iron). Solvent: C(C)O (ethanol), O (water). Run at temperature 80 celsius. The product is ClC1=C(N=C2N1N=C(C=C2)OC)C=2C=CC(=C(N)C2)C (5-(3-chloro-6-methoxyimidazo[1,2-b]pyridazin-2-yl)-2-methylaniline). The yield is 88.8%. As a reaction SMILES: [Cl:1][C:2]1[N:6]2[N:7]=[C:8]([O:11][CH3:12])[CH:9]=[CH:10][C:5]2=[N:4][C:3]=1[C:13]1[CH:18]=[CH:17][C:16]([CH3:19])=[C:15]([N+:20]([O-])=O)[CH:14]=1.CC(O)=O>C(O)C.O.[Fe]>[Cl:1][C:2]1[N:6]2[N:7]=[C:8]([O:11][CH3:12])[CH:9]=[CH:10][C:5]2=[N:4][C:3]=1[C:13]1[CH:18]=[CH:17][C:16]([CH3:19])=[C:15]([CH:14]=1)[NH2:20]. Procedure details: To a stirred solution of 3-chloro-6-methoxy-2-(4-methyl-3-nitrophenyl)imidazo[1,2-b]pyridazine (0.25 g, 0.784 mmol) in ethanol (50 mL) and water (10 mL) containing AcOH (4.70 mmol) is added iron (0.218 g, 3.92 mmol). The reaction mixture is heated at 80° C. for 2 hours, cooled, concentrated under reduced pressure and sat. aqueous NaHCO3 (100 mL) is added. The mixture is extracted with EtOAc (3×50 mL). Organic layer is collected, dried over Na2SO4, filtered and concentrated to dryness. The crude ... The reactants are C(CN)N (Ethylenediamine), ClC=1C=C(C=CC1F)N[C@@H](C(C)C)C(=O)OCC (Ethyl N-(3-chloro-4-fluorophenyl)valinate), Cl (HCl), C(C1=CC=CC=C1)Br (benzylbromide), diisopropylethyleneamine, C(C1=CC=CC=C1)Br (benzylbromide), C(C)(C)N(CC)C(C)C (diisopropylethylamine). The solvent is C(Cl)Cl (CH2Cl2), CN(C)C=O (DMF). Run at temperature 50 celsius, time 18 hour. Product: C(C1=CC=CC=C1)N([C@@H](C(C)C)C(=O)OCC)C1=CC(=C(C=C1)F)Cl (ethyl N-benzyl-N-(3-chloro-4-fluorophenyl)valinate). As a reaction SMILES: [Cl:1][C:2]1[CH:3]=[C:4]([NH:9][C@H:10]([C:14]([O:16][CH2:17][CH3:18])=[O:15])[CH:11]([CH3:13])[CH3:12])[CH:5]=[CH:6][C:7]=1[F:8].[CH2:19](Br)[C:20]1[CH:25]=[CH:24][CH:23]=[CH:22][CH:21]=1.C(N(C(C)C)CC)(C)C.C(N)CN.Cl>CN(C=O)C.C(Cl)Cl>[CH2:19]([N:9]([C:4]1[CH:5]=[CH:6][C:7]([F:8])=[C:2]([Cl:1])[CH:3]=1)[C@H:10]([C:14]([O:16][CH2:17][CH3:18])=[O:15])[CH:11]([CH3:13])[CH3:12])[C:20]1[CH:25]=[CH:24][CH:23]=[CH:22][CH:21]=1. Procedure: Ethyl N-(3-chloro-4-fluorophenyl)valinate (8-1, 0.20 g, 0.74 mmol), benzylbromide (0.380 g, 2.21 mmol), and diisopropylethyleneamine (0.11 g, 0.89 mmol) were combined in DMF (0.1 mL) and stirred 18 h at 50° C. Additional benzylbromide (0.43 g, 2.5 mmol) and diisopropylethylamine (0.22 g, 1.7 mmol) were added and mixture was heated to 60° C. for 4 h and then 50° C. for 18 h. Ethylenediamine (0.266 g, 4.43 mmol) and CH2Cl2 (9 mL) were added to the mixture which stirred for 18 h at 23° C. The mixtu... Starting materials: O (water), CI (Methyl iodide), CC=1C=CC=C2C(=CNC12)C(=O)O (7-methylindole-3-carboxylic acid), [OH-].[K+] (potassium hydroxide). Solvent: CC(=O)C (acetone). Conditions: time 8 hour. The product is CN1C=C(C2=CC=CC(=C12)C)C(=O)O (1,7-Dimethylindole-3-carboxylic acid). The yield is 96.9%. As a reaction SMILES: [CH3:1]I.[CH3:3][C:4]1[CH:5]=[CH:6][CH:7]=[C:8]2[C:12]=1[NH:11][CH:10]=[C:9]2[C:13]([OH:15])=[O:14].[OH-].[K+].O>CC(C)=O>[CH3:1][N:11]1[C:12]2[C:8](=[CH:7][CH:6]=[CH:5][C:4]=2[CH3:3])[C:9]([C:13]([OH:15])=[O:14])=[CH:10]1 |f:2.3|. Procedure details: Methyl iodide (30 g) was added to a stirred mixture of 7-methylindole-3-carboxylic acid (4.3 g) and powdered potassium hydroxide (20 g) in anhydrous acetone at 0° C. The resulting suspension was then stirred at room temperature overnight, then poured into water (500 ml), washed with dichloromethane (3×100 ml) and the aqueous phase acidified to pH 2 with hydrochloric acid. The product was isolated by filtration and dried under vacuum to afford white crystals (4.5 g); m.p. 243° C.; δH (360 MHz, DM... The reactants are COC(C(C1=CC=C(C=C1)O)=O)=O (4-hydroxy-alpha-oxobenzeneacetic acid methyl ester), S(C)(=O)(=O)[O-] (mesylate), C1(=CC=CC=C1)SCCO (2-phenylthioethanol), [H-].[Na+] (sodium hydride). The solvent is CN(C=O)C (dimethylformamide). Conditions: temperature 60 celsius, time 15 minute. Yields the product COC(C(C1=CC=C(C=C1)OCCSC1=CC=CC=C1)=O)=O (alpha-oxo-4-[[2-(phenylthio)ethyl]oxy]benzeneacetic acid methyl ester). Yield: 39.3%. Reaction SMILES: [CH3:1][O:2][C:3](=[O:13])[C:4](=[O:12])[C:5]1[CH:10]=[CH:9][C:8]([OH:11])=[CH:7][CH:6]=1.[H-].[Na+].S([O-])(=O)(=O)C.[C:21]1([S:27][CH2:28][CH2:29]O)[CH:26]=[CH:25][CH:24]=[CH:23][CH:22]=1>CN(C)C=O>[CH3:1][O:2][C:3](=[O:13])[C:4](=[O:12])[C:5]1[CH:10]=[CH:9][C:8]([O:11][CH2:29][CH2:28][S:27][C:21]2[CH:26]=[CH:25][CH:24]=[CH:23][CH:22]=2)=[CH:7][CH:6]=1 |f:1.2|. Reported procedure: A stirred mixture of 4-hydroxy-alpha-oxobenzeneacetic acid methyl ester (0.724 g) in dimethylformamide (10 mL) under argon was treated with 55% sodium hydride (0.175 g), stirred for 15 minutes and treated with the mesylate of 2-phenylthioethanol (1.16 g). The mixture was heated at 60° C. for five hours and worked up as in Example 20. The material was purified by HPLC (dichloromethane-hexane; 4:1) and crystallized from diethyl etherhexane to provide 0.5 g of alpha-oxo-4-[[2-(phenylthio)ethyl]oxy]...